From a dataset of the Open Reaction Database (ORD), a public repository of structured organic reaction records. describe an organic reaction: reactants, conditions, products, and yield The reactants are Cl.CC12CN(CC(C1)(C2)C)CCC(=O)O (3-(1,5-dimethyl-3-aza-bicyclo[3,1,1]hept-3-yl)-propionic acid hydrochloride), P(O)(O)(O)=O (phosphoric acid), ClC1=CC=CC=C1 (chlorobenzene), P(Cl)(Cl)Cl (phosphorus trichloride). Run in CO (methanol), O (water), O (water). The product is CC12CN(CC(C1)(C2)C)CCC(P(O)(=O)O)(P(O)(=O)O)O (3-(1,5-dimethyl-3-aza-bicyclo[3,1,1]hept-3-yl)-1-hydroxy-propane-1,1-diphosphonic acid). RXN SMILES: Cl.[CH3:2][C:3]12[CH2:9][C:7]([CH3:10])([CH2:8]1)[CH2:6][N:5]([CH2:11][CH2:12][C:13]([OH:15])=O)[CH2:4]2.[P:16](=[O:20])([OH:19])([OH:18])O.ClC1C=CC=CC=1.P(Cl)(Cl)Cl>O.CO>[CH3:2][C:3]12[CH2:9][C:7]([CH3:10])([CH2:8]1)[CH2:6][N:5]([CH2:11][CH2:12][C:13]([OH:15])([P:16]([OH:20])(=[O:18])[OH:19])[P:16]([OH:19])(=[O:20])[OH:18])[CH2:4]2 |f:0.1|. Procedure: 11.68 g (0.05 mol) of 3-(1,5-dimethyl-3-aza-bicyclo[3,1,1]hept-3-yl)-propionic acid hydrochloride, 6.6 ml of 84% phosphoric acid and 23 ml of chlorobenzene are heated to 105° with stirring. 13.5 ml of phosphorus trichloride are slowly added dropwise and the reaction mixture is subsequently maintained at 105° for a further 3 hours. The chlorobenzene is then distilled off under reduced pressure, leaving a viscous mass. 50 ml of water are added to the latter and the mixture is boiled under reflux f... Starting materials: CO (MeOH), O[Li].O (LiOH hydrate), ClC=1C=C(C=CC1F)N([C@@H](C)C(=O)OC)CC1=CC(=CC=C1)OC (methyl N-(3-chloro-4-fluorophenyl)-N-(3-methoxybenzyl)alaninate), C1CCOC1 (THF). Run in O (H2O). Conditions: time 24 hour. Yields the product [Li+].ClC=1C=C(C=CC1F)N([C@@H](C)C(=O)[O-])CC1=CC(=CC=C1)OC (N-(3-chloro-4-fluorophenyl)-N-(3-methoxybenzyl)alanine lithium salt). Reaction SMILES: [Cl:1][C:2]1[CH:3]=[C:4]([N:9]([CH2:16][C:17]2[CH:22]=[CH:21][CH:20]=[C:19]([O:23][CH3:24])[CH:18]=2)[C@H:10]([C:12]([O:14]C)=[O:13])[CH3:11])[CH:5]=[CH:6][C:7]=1[F:8].C1COCC1.CO.O[Li:33].O>O>[Li+:33].[Cl:1][C:2]1[CH:3]=[C:4]([N:9]([CH2:16][C:17]2[CH:22]=[CH:21][CH:20]=[C:19]([O:23][CH3:24])[CH:18]=2)[C@H:10]([C:12]([O-:14])=[O:13])[CH3:11])[CH:5]=[CH:6][C:7]=1[F:8] |f:3.4,6.7|. Procedure details: Methyl N-(3-chloro-4-fluorophenyl)-N-(3-methoxybenzyl)alaninate (6-1, 0.510 g, 1.450 mmol) in a 3:1:1 mixture of THF:MeOH:H2O (100 mL) was treated with LiOH hydrate (0.067 g, 1.595 mmol) then stirred 24 h. Upon completion, the reaction mixture was concentrated under vacuum to yield N-(3-chloro-4-fluorophenyl)-N-(3-methoxybenzyl)alanine lithium salt (6-2). MS 338.2 found 338.8 (M+H+) required.